Dataset: the Open Reaction Database (ORD), a public repository of structured organic reaction records. Task: describe an organic reaction: reactants, conditions, products, and yield The reactants are [Al+3], COC(=O)CCC(=O)Cl, [Cl-], [Cl-], [Cl-], ClCCl, Fc1ccccc1-c1ccccc1. Product: COC(=O)CCC(=O)c1ccc(-c2ccccc2F)cc1. Reaction SMILES: [Al+3:24].[C:14](=[O:15])([O:16][CH3:17])[CH2:18][CH2:19][C:20](=[O:21])[Cl:22].[Cl-:23].[Cl-:25].[Cl-:26].[Cl:27][CH2:28][Cl:29].[F:1][c:2]1[c:3](-[c:8]2[cH:9][cH:10][cH:11][cH:12][cH:13]2)[cH:4][cH:5][cH:6][cH:7]1>>[F:1][c:2]1[c:3](-[c:8]2[cH:9][cH:10][c:11]([C:20]([CH2:19][CH2:18][C:14](=[O:15])[O:16][CH3:17])=[O:21])[cH:12][cH:13]2)[cH:4][cH:5][cH:6][cH:7]1.